This data is from the Open Reaction Database (ORD), a public repository of structured organic reaction records. The task is: describe an organic reaction: reactants, conditions, products, and yield The reactants are C(CCCCCCCCCCCCCCCCC)OC(=O)OCC(CO)=C (3-octadecyloxycarbonyloxy-2-methylenepropan-1-ol), BrCCCCCC(=O)O (6-bromohexanoic acid), BrCCCCCCC(=O)O (7-bromoheptanoic acid). Yields the product C(CCCCCCCCCCCCCCCCC)OC(=O)OCC(COC(CCCCCCBr)=O)=C (1-Octadecyloxycarbonyloxy-3-(7-bromoheptanoyloxy)-2-methylenepropane). Reaction SMILES: [CH2:1]([O:19][C:20]([O:22][CH2:23][C:24](=[CH2:27])[CH2:25][OH:26])=[O:21])[CH2:2][CH2:3][CH2:4][CH2:5][CH2:6][CH2:7][CH2:8][CH2:9][CH2:10][CH2:11][CH2:12][CH2:13][CH2:14][CH2:15][CH2:16][CH2:17][CH3:18].BrCCCCCC(O)=O.[Br:37][CH2:38][CH2:39][CH2:40][CH2:41][CH2:42][CH2:43][C:44](O)=[O:45]>>[CH2:1]([O:19][C:20]([O:22][CH2:23][C:24](=[CH2:27])[CH2:25][O:26][C:44](=[O:45])[CH2:43][CH2:42][CH2:41][CH2:40][CH2:39][CH2:38][Br:37])=[O:21])[CH2:2][CH2:3][CH2:4][CH2:5][CH2:6][CH2:7][CH2:8][CH2:9][CH2:10][CH2:11][CH2:12][CH2:13][CH2:14][CH2:15][CH2:16][CH2:17][CH3:18]. Procedure: Following the procedure described in Preparation 9, but replacing 3-octadecylaminocarbonyloxy-2-methylenepropan-1-ol with 3-octadecyloxycarbonyloxy-2-methylenepropan-1-ol and 6-bromohexanoic acid with 7-bromoheptanoic acid, the desired product was obtained.